Dataset: the Open Reaction Database (ORD), a public repository of structured organic reaction records. Task: describe an organic reaction: reactants, conditions, products, and yield Starting materials: [BH4-], CNc1ccc(CN2CCN(C(=O)OC(C)(C)C)C(C)C2)cc1, C[O-], CC1CN(Cc2ccc(N)cc2)CC(C)N1C(=O)OC(C)(C)C, [Na+], [Na+]. Yields the product CNc1ccc(CN2CC(C)N(C(=O)OC(C)(C)C)C(C)C2)cc1. Reaction SMILES: [BH4-:47].[CH3:24][CH:25]1[CH2:26][N:27]([CH2:28][c:29]2[cH:30][cH:31][c:32]([NH:33][CH3:34])[cH:35][cH:36]2)[CH2:37][CH2:38][N:39]1[C:40]([O:41][C:42]([CH3:43])([CH3:44])[CH3:45])=[O:46].[CH3:49][O-:50].[NH2:1][c:2]1[cH:3][cH:4][c:5]([CH2:8][N:9]2[CH2:10][CH:11]([CH3:23])[N:12]([C:16](=[O:17])[O:18][C:19]([CH3:20])([CH3:21])[CH3:22])[CH:13]([CH3:15])[CH2:14]2)[cH:6][cH:7]1.[Na+:48].[Na+:51]>>[NH:1]([c:2]1[cH:3][cH:4][c:5]([CH2:8][N:9]2[CH2:10][CH:11]([CH3:23])[N:12]([C:16](=[O:17])[O:18][C:19]([CH3:20])([CH3:21])[CH3:22])[CH:13]([CH3:15])[CH2:14]2)[cH:6][cH:7]1)[CH3:24]. The reactants are Cl.NCC(=O)O (glycine hydrochloride), S(=O)(Cl)Cl (thionyl chloride), C(CCC)O (n-butanol). Conditions: temperature 70 celsius. Product: [Cl-].C(CCC)OC(C[NH3+])=O (2-Butoxy-2-oxoethanaminium chloride). RXN SMILES: Cl.[NH2:2][CH2:3][C:4]([OH:6])=[O:5].S(Cl)([Cl:9])=O.[CH2:11](O)[CH2:12][CH2:13][CH3:14]>>[Cl-:9].[CH2:11]([O:5][C:4](=[O:6])[CH2:3][NH3+:2])[CH2:12][CH2:13][CH3:14] |f:0.1,4.5|. Reported procedure: To a suspension of glycine hydrochloride (400 g, 3.58 mol) in n-butanol (8 L), thionyl chloride (1.37 L, 18.84 mol) was added slowly dropwise. After addition was complete, the reaction was heated at 70° C. overnight. The product mixture was concentrated under vacuum and the residue was triturated with a mixture of heptane/ethyl acetate. The white solid precipitated was filtered and dried under a stream of dry nitrogen to provide the title compound. Reactants: BrCc1ccccc1, CCOC(=O)Cc1c(C)[nH]c2ccc(C(=O)OCC)cc12. Product: CCOC(=O)Cc1c(C)n(Cc2ccccc2)c2ccc(C(=O)OCC)cc12. As a reaction SMILES: [Br:22][CH2:23][c:24]1[cH:25][cH:26][cH:27][cH:28][cH:29]1.[CH2:1]([CH3:2])[O:3][C:4]([CH2:5][c:6]1[c:7]([CH3:20])[nH:8][c:9]2[cH:10][cH:11][c:12]([C:15](=[O:16])[O:17][CH2:18][CH3:19])[cH:13][c:14]12)=[O:21]>>[CH2:1]([CH3:2])[O:3][C:4]([CH2:5][c:6]1[c:7]([CH3:20])[n:8]([CH2:23][c:24]2[cH:25][cH:26][cH:27][cH:28][cH:29]2)[c:9]2[cH:10][cH:11][c:12]([C:15](=[O:16])[O:17][CH2:18][CH3:19])[cH:13][c:14]12)=[O:21]. The reactants are ClCC(CO)O (3-Chloropropane-1,2-diol), [Na+].C(C1=CC=CC=C1)N(CC(=O)C1=CC=C(C(C(=O)[NH-])=C1)O)CC1=CC=CC=C1 (5-(N,N-dibenzylglycyl)salicylamide sodium salt). The solvent is C1(=CC=CC=C1)C (toluene). Run at time 6 hour. Yields the product C(C1=CC=CC=C1)N(CC(=O)C=1C=CC(=C(C(=O)N)C1)OCC(CO)O)CC1=CC=CC=C1 (5-(N,N-Dibenzylglycyl)-2-(2,3-dihydroxypropoxy)benzamide). RXN SMILES: Cl[CH2:2][CH:3]([OH:6])[CH2:4][OH:5].[Na+].[CH2:8]([N:15]([CH2:29][C:30]1[CH:35]=[CH:34][CH:33]=[CH:32][CH:31]=1)[CH2:16][C:17]([C:19]1[CH:27]=[C:23]([C:24]([NH-:26])=[O:25])[C:22]([OH:28])=[CH:21][CH:20]=1)=[O:18])[C:9]1[CH:14]=[CH:13][CH:12]=[CH:11][CH:10]=1>C1(C)C=CC=CC=1>[CH2:29]([N:15]([CH2:8][C:9]1[CH:14]=[CH:13][CH:12]=[CH:11][CH:10]=1)[CH2:16][C:17]([C:19]1[CH:20]=[CH:21][C:22]([O:28][CH2:2][CH:3]([OH:6])[CH2:4][OH:5])=[C:23]([CH:27]=1)[C:24]([NH2:26])=[O:25])=[O:18])[C:30]1[CH:31]=[CH:32][CH:33]=[CH:34][CH:35]=1 |f:1.2|. Reported procedure: 3-Chloropropane-1,2-diol (2.65 g) was added to a refluxing suspension of 5-(N,N-dibenzylglycyl)salicylamide sodium salt (10.0 g) in toluene (100 ml) and heating was continued for 6 hours. The mixture was cooled and filtered and the filtrate was evaporated. The residue was crystallised twice from ethanol to give the required product m.p. 169°-173°. Reactants: C(C=C)OC1=C(C(=O)NC2=CC=C(C=C2)CN2CCOCC2)C=C(C(=C1)OCC=C)CC#CC (2,4-bis-allyloxy-5-(but-2-ynyl)-N-[4-(morpholin-4-ylmethyl)-phenyl]-benzamide), COC=1C=CC(=CC1)P2(=S)SP(=S)(S2)C=3C=CC(=CC3)OC (Lawesson's reagent), C([O-])([O-])=O.[Na+].[Na+] (sodium carbonate). Run in C1(=CC=CC=C1)C (toluene). Yields the product C(C=C)OC1=C(C(=S)NC2=CC=C(C=C2)CN2CCOCC2)C=C(C(=C1)OCC=C)CC#CC (2,4-bis-allyloxy-5-(but-2-ynyl)-N-[4-(morpholin-4-ylmethyl)-phenyl]-thiobenzamide). Reaction SMILES: [CH2:1]([O:4][C:5]1[CH:26]=[C:25]([O:27][CH2:28][CH:29]=[CH2:30])[C:24]([CH2:31][C:32]#[C:33][CH3:34])=[CH:23][C:6]=1[C:7]([NH:9][C:10]1[CH:15]=[CH:14][C:13]([CH2:16][N:17]2[CH2:22][CH2:21][O:20][CH2:19][CH2:18]2)=[CH:12][CH:11]=1)=O)[CH:2]=[CH2:3].COC1C=CC(P2(SP(C3C=CC(OC)=CC=3)(=S)S2)=[S:44])=CC=1.C(=O)([O-])[O-].[Na+].[Na+]>C1(C)C=CC=CC=1>[CH2:1]([O:4][C:5]1[CH:26]=[C:25]([O:27][CH2:28][CH:29]=[CH2:30])[C:24]([CH2:31][C:32]#[C:33][CH3:34])=[CH:23][C:6]=1[C:7]([NH:9][C:10]1[CH:15]=[CH:14][C:13]([CH2:16][N:17]2[CH2:22][CH2:21][O:20][CH2:19][CH2:18]2)=[CH:12][CH:11]=1)=[S:44])[CH:2]=[CH2:3] |f:2.3.4|. Reported procedure: 2,4-bis-allyloxy-5 (but-2-ynyl)-N-[4-(morpholin-4-ylmethyl)-phenyl]-benzamide (F470-IM09: 400 mg, 0.86 mmol) and Lawesson's reagent (352 mg, 0.86 mmol) were dissolved in toluene (20 mL), and the mixture was heated under reflux for 3 hours. The reaction mixture was mixed with saturated aqueous sodium carbonate (30 mL) and extracted twice with ethyl acetate (40 mL). The combined organic layers were washed with saturated aqueous sodium chloride solution, dried over anhydrous sodium sulfate and then... Reactants: Cc1cc(C2CC2)cnc1N1CCN(C(=O)c2ccc(Br)cc2N2CCCS2(=O)=O)CC1, CC1CNC(=O)O1. Reaction SMILES: [Br:1][c:2]1[cH:3][c:4]([N:26]2[S:27](=[O:31])(=[O:32])[CH2:28][CH2:29][CH2:30]2)[c:5]([C:8](=[O:9])[N:10]2[CH2:11][CH2:12][N:13]([c:16]3[n:17][cH:18][c:19]([CH:23]4[CH2:24][CH2:25]4)[cH:20][c:21]3[CH3:22])[CH2:14][CH2:15]2)[cH:6][cH:7]1.[CH3:33][CH:34]1[CH2:35][NH:36][C:37](=[O:39])[O:38]1>>[c:2]1([N:36]2[CH2:35][CH:34]([CH3:33])[O:38][C:37]2=[O:39])[cH:3][c:4]([N:26]2[S:27](=[O:31])(=[O:32])[CH2:28][CH2:29][CH2:30]2)[c:5]([C:8](=[O:9])[N:10]2[CH2:11][CH2:12][N:13]([c:16]3[n:17][cH:18][c:19]([CH:23]4[CH2:24][CH2:25]4)[cH:20][c:21]3[CH3:22])[CH2:14][CH2:15]2)[cH:6][cH:7]1. The product is Cc1cc(C2CC2)cnc1N1CCN(C(=O)c2ccc(N3CC(C)OC3=O)cc2N2CCCS2(=O)=O)CC1. The reactants are [H-].[Na+] (sodium hydride), C(C)OC(CBr)=O (bromacetic acid ethyl ester), CC1(NC(C(N1)=O)=O)C (2,2-dimethylimidazolidine-4,5-dione), [H][H] (hydrogen). Solvent: CN(C=O)C (dimethyl formamide), CN(C=O)C (dimethylformamide), CN(C=O)C (dimethyl formamide). Run at temperature 80 celsius, time 1 hour. The product is COC(=O)CN1C(N(C(C1=O)=O)CC(=O)OC)(C)C (1,3-bis-methoxycarbonylmethyl-2,2dimethylimidazolidine- 4,5-dione). Yield: 28.6%. As a reaction SMILES: [CH3:1][C:2]1([CH3:9])[NH:6][C:5](=[O:7])[C:4](=[O:8])[NH:3]1.[H-].[Na+].[H][H].[CH2:14]([O:16][C:17](=[O:20])[CH2:18]Br)C>CN(C)C=O>[CH3:14][O:16][C:17]([CH2:18][N:3]1[C:4](=[O:8])[C:5](=[O:7])[N:6]([CH2:18][C:17]([O:16][CH3:14])=[O:20])[C:2]1([CH3:9])[CH3:1])=[O:20] |f:1.2|. Procedure: A solution of 12.8 g (0.1 mole) of 2,2-dimethylimidazolidine-4,5-dione in 70 ml of dimethyl formamide is slowly added dropwise, with stirring, at 20°-30° C to a suspension of 4.8 g (0.2 mole) of sodium hydride in 60 ml of dimethyl formamide. When the uptake of hydrogen has ceased, a solution of 33.4 g (0.2 mole) of bromacetic acid ethyl ester in 30 ml of dimethylformamide is added dropwise at 40°-50° C. After it has been stirred for 1 hour at 80° C, the reaction mixture is evaporated to dryness ...